From a dataset of the Open Reaction Database (ORD), a public repository of structured organic reaction records. describe an organic reaction: reactants, conditions, products, and yield Starting materials: C1(CC1)COC1=C(C=CC(=N1)C(=O)O)N1CC(C1)(F)F (6-(cyclopropylmethoxy)-5-(3,3-difluoroazetidin-1-yl)picolinic acid), C1(CC1)NC1CCN(CC1)C(C)=O (1-(4-(cyclopropylamino)piperidin-1-yl)ethanone). Yields the product C(C)(=O)N1CCC(CC1)N(C(=O)C1=NC(=C(C=C1)N1CC(C1)(F)F)OCC1CC1)C1CC1 (6-Cyclopropylmethoxy-5-(3,3-difluoro-azetidin-1-yl)-pyridine-2-carboxylic acid (1-acetyl-piperidin-4-yl)-cyclopropyl-amide). Reaction SMILES: [CH:1]1([CH2:4][O:5][C:6]2[N:11]=[C:10]([C:12]([OH:14])=O)[CH:9]=[CH:8][C:7]=2[N:15]2[CH2:18][C:17]([F:20])([F:19])[CH2:16]2)[CH2:3][CH2:2]1.[CH:21]1([NH:24][CH:25]2[CH2:30][CH2:29][N:28]([C:31](=[O:33])[CH3:32])[CH2:27][CH2:26]2)[CH2:23][CH2:22]1>>[C:31]([N:28]1[CH2:27][CH2:26][CH:25]([N:24]([CH:21]2[CH2:23][CH2:22]2)[C:12]([C:10]2[CH:9]=[CH:8][C:7]([N:15]3[CH2:18][C:17]([F:20])([F:19])[CH2:16]3)=[C:6]([O:5][CH2:4][CH:1]3[CH2:2][CH2:3]3)[N:11]=2)=[O:14])[CH2:30][CH2:29]1)(=[O:33])[CH3:32]. Procedure: The title compound was synthesized in analogy to Example 47 b), using 6-(cyclopropylmethoxy)-5-(3,3-difluoroazetidin-1-yl)picolinic acid and 1-(4-(cyclopropylamino)piperidin-1-yl)ethanone (CAS 387358-46-5) as starting materials and isolated as colorless oil. MS (EI): m/e=449.6 [MH+]. Procedure: Using the same method as in Example 15-(i), 3-(furan-3-ylmethyl)aniline was reacted with the (2-([4-chloro-2-(methoxycarbonyl)phenyl]amino)-2-oxoethoxy)acetic acid obtained in Example 1-(i) to give 5-chloro-2-([(2-([3-(furan-3-ylmethyl)phenyl]amino)-2-oxoethoxy)acetyl]amino)benzoic acid.methyl ester (yield: 34%). The product is ClC=1C=CC(=C(C(=O)O)C1)NC(COCC(=O)NC1=CC(=CC=C1)CC1=COC=C1)=O (5-chloro-2-([(2-([3-(furan-3-ylmethyl)phenyl]amino)-2-oxoethoxy)acetyl]amino)benzoic acid). RXN SMILES: [O:1]1[CH:5]=[CH:4][C:3]([CH2:6][C:7]2[CH:8]=[C:9]([CH:11]=[CH:12][CH:13]=2)[NH2:10])=[CH:2]1.[Cl:14][C:15]1[CH:20]=[CH:19][C:18]([NH:21][C:22](=[O:29])[CH2:23][O:24][CH2:25][C:26](O)=[O:27])=[C:17]([C:30]([O:32]C)=[O:31])[CH:16]=1>>[Cl:14][C:15]1[CH:20]=[CH:19][C:18]([NH:21][C:22](=[O:29])[CH2:23][O:24][CH2:25][C:26]([NH:10][C:9]2[CH:11]=[CH:12][CH:13]=[C:7]([CH2:6][C:3]3[CH:4]=[CH:5][O:1][CH:2]=3)[CH:8]=2)=[O:27])=[C:17]([CH:16]=1)[C:30]([OH:32])=[O:31]. The reactants are O1C=C(C=C1)CC=1C=C(N)C=CC1 (3-(furan-3-ylmethyl)aniline), ClC1=CC(=C(C=C1)NC(COCC(=O)O)=O)C(=O)OC ((2-([4-chloro-2-(methoxycarbonyl)phenyl]amino)-2-oxoethoxy)acetic acid). Product: C(=O)(OC)C=C(C)C1=CC=C(C=C1)CC(C)N1C(OC(C1)C=1N=C(SC1)C(F)(F)F)C(=O)OC (Methyl 3-[2-(4-(2-carbomethoxy-1-methylethenyl)phenyl)-1-methylethyl]-5-(2-trifluoromethyl-thiazol-4-yl)-2-oxazolidine carboxylate). Starting materials: C(=O)(OC)C=C(C)C1=CC=C(C=C1)CC(C)NCC(C=1N=C(SC1)C(F)(F)F)O (N-[2-(4-(2-carbomethoxy-1-methylethenyl)phenyl)-1-methyl-ethyl]-2-hydroxy-2-(2-trifluoromethyl-thiazol-4-yl)- ethanamine), C(C=O)(=O)OC (methyl glyoxylate). Procedure details: Prepared by analogy to Example 18 by reaction of N-[2-(4-(2-carbomethoxy-1-methylethenyl)phenyl)-1-methyl-ethyl]-2-hydroxy-2-(2-trifluoromethyl-thiazol-4-yl)- ethanamine with methyl glyoxylate followed by purification of the base on a silica gel column using chloroform/petroleum ether/ethyl acetate=5:4.5:0.5 as eluant. RXN SMILES: [C:1]([CH:5]=[C:6]([C:8]1[CH:13]=[CH:12][C:11]([CH2:14][CH:15]([NH:17][CH2:18][CH:19]([OH:29])[C:20]2[N:21]=[C:22]([C:25]([F:28])([F:27])[F:26])[S:23][CH:24]=2)[CH3:16])=[CH:10][CH:9]=1)[CH3:7])([O:3][CH3:4])=[O:2].[C:30]([O:34][CH3:35])(=[O:33])[CH:31]=O>>[C:1]([CH:5]=[C:6]([C:8]1[CH:9]=[CH:10][C:11]([CH2:14][CH:15]([N:17]2[CH2:18][CH:19]([C:20]3[N:21]=[C:22]([C:25]([F:27])([F:28])[F:26])[S:23][CH:24]=3)[O:29][CH:31]2[C:30]([O:34][CH3:35])=[O:33])[CH3:16])=[CH:12][CH:13]=1)[CH3:7])([O:3][CH3:4])=[O:2]. The reactants are CO, CCOCC, CC(=O)O, O, CCCCCC(C)(O)C=CC1CCC2(OCCO2)C1CCCCCCCO[Si](C)(C)C. RXN SMILES: [CH3:1][OH:2].[CH3:39][CH2:40][O:41][CH2:42][CH3:43].[CH3:4][C:5](=[O:6])[OH:7].[OH2:3].[OH:8][C:9]([CH:10]=[CH:11][CH:12]1[CH:13]([CH2:21][CH2:22][CH2:23][CH2:24][CH2:25][CH2:26][CH2:27][O:28][Si:29]([CH3:30])([CH3:31])[CH3:32])[C:14]2([O:15][CH2:16][CH2:17][O:18]2)[CH2:19][CH2:20]1)([CH2:33][CH2:34][CH2:35][CH2:36][CH3:37])[CH3:38]>>[OH:8][C:9]([CH:10]=[CH:11][CH:12]1[CH:13]([CH2:21][CH2:22][CH2:23][CH2:24][CH2:25][CH2:26][CH2:27][OH:28])[C:14]2([O:15][CH2:16][CH2:17][O:18]2)[CH2:19][CH2:20]1)([CH2:33][CH2:34][CH2:35][CH2:36][CH3:37])[CH3:38]. The product is CCCCCC(C)(O)C=CC1CCC2(OCCO2)C1CCCCCCCO. Reactants: O1N=C(C=C1)N (isoxazol-3-amine), [H-].[Na+] (NaH), CN(C)C=O (DMF), BrC=1C=2N(N=C(C1)Cl)C(=CN2)C(=O)NC2=C(C=NC=C2)F (8-bromo-6-chloro-N-(3-fluoropyridin-4-yl)imidazo[1,2-b]pyridazine-3-carboxamide). Solvent: C1CCOC1 (THF). Reaction conditions: time 10 minute. The product is ClC=1C=C(C=2N(N1)C(=CN2)C(=O)NC2=C(C=NC=C2)F)NC2=NOC=C2 (6-chloro-N-(3-fluoropyridin-4-yl)-8-(isoxazol-3-ylamino)imidazo[1,2-b]pyridazine-3-carboxamide). As a reaction SMILES: [O:1]1[CH:5]=[CH:4][C:3]([NH2:6])=[N:2]1.[H-].[Na+].Br[C:10]1[C:11]2[N:12]([C:17]([C:20]([NH:22][C:23]3[CH:28]=[CH:27][N:26]=[CH:25][C:24]=3[F:29])=[O:21])=[CH:18][N:19]=2)[N:13]=[C:14]([Cl:16])[CH:15]=1.CN(C=O)C>C1COCC1>[Cl:16][C:14]1[CH:15]=[C:10]([NH:6][C:3]2[CH:4]=[CH:5][O:1][N:2]=2)[C:11]2[N:12]([C:17]([C:20]([NH:22][C:23]3[CH:28]=[CH:27][N:26]=[CH:25][C:24]=3[F:29])=[O:21])=[CH:18][N:19]=2)[N:13]=1 |f:1.2|. Procedure: To a solution of isoxazol-3-amine (25.8 mg, 0.307 mmol) in THF (0.5 mL) was added 60% NaH (12.26 mg, 0.307 mmol). The mixture was stirred for 10 min and 5A (40 mg, 0.123 mmol) was added followed by DMF (0.5 mL). The mixture was stirred overnight. The solvent was removed under a stream of nitrogen and water was added. The resulting solid was collected by filtration, rinsed with water, and dried on vacuum to give the title compound as a yellow solid. Reactants: [Mg+]CCc1ccccc1, CN(C)C1(c2ccccc2)CCC(=O)CC1, [Cl-], [Cl-], [NH4+], C1CCOC1. Yields the product CN(C)C1(c2ccccc2)CCC(O)(CCc2ccccc2)CC1. As a reaction SMILES: [CH2:18]([CH2:19][c:20]1[cH:21][cH:22][cH:23][cH:24][cH:25]1)[Mg+:26].[CH3:1][N:2]([C:3]1([c:10]2[cH:11][cH:12][cH:13][cH:14][cH:15]2)[CH2:4][CH2:5][C:6](=[O:9])[CH2:7][CH2:8]1)[CH3:16].[Cl-:17].[Cl-:27].[NH4+:28].[O:29]1[CH2:30][CH2:31][CH2:32][CH2:33]1>>[CH3:1][N:2]([C:3]1([c:10]2[cH:11][cH:12][cH:13][cH:14][cH:15]2)[CH2:4][CH2:5][C:6]([OH:9])([CH2:18][CH2:19][c:20]2[cH:21][cH:22][cH:23][cH:24][cH:25]2)[CH2:7][CH2:8]1)[CH3:16].